From a dataset of the Open Reaction Database (ORD), a public repository of structured organic reaction records. describe an organic reaction: reactants, conditions, products, and yield Starting materials: Cc1cc(Br)c(C)cc1Br, COC(=O)c1cc(C#Cc2cc(C(C)(C)C)cc(C(C)(C)C)c2)c(C)cc1C#Cc1cc(C(C)(C)C)cc(C(C)(C)C)c1, O, O=[N+]([O-])O. Product: Cc1cc(Br)c(C(=O)O)cc1Br. As a reaction SMILES: [Br:48][c:49]1[c:50]([CH3:57])[cH:51][c:52]([Br:56])[c:53]([CH3:55])[cH:54]1.[C:1]([c:2]1[cH:3][c:4]([C:5]#[C:6][c:7]2[cH:8][c:9]([CH3:10])[c:11]([C:12]#[C:13][c:14]3[cH:15][c:16]([C:17]([CH3:18])([CH3:19])[CH3:20])[cH:21][c:22]([C:23]([CH3:24])([CH3:25])[CH3:26])[cH:27]3)[cH:28][c:29]2[C:30]([O:31][CH3:32])=[O:41])[cH:33][c:34]([C:35]([CH3:36])([CH3:37])[CH3:38])[cH:39]1)([CH3:40])([CH3:42])[CH3:43].[OH2:58].[OH:44][N+:45](=[O:46])[O-:47]>>[OH:41][C:57]([c:50]1[c:49]([Br:48])[cH:54][c:53]([CH3:55])[c:52]([Br:56])[cH:51]1)=[O:58].